Dataset: the Open Reaction Database (ORD), a public repository of structured organic reaction records. Task: describe an organic reaction: reactants, conditions, products, and yield The reactants are [Cl-], O=C(O)C(c1ccccc1)c1ccccc1, Nc1nnco1. Product: O=C(Nc1nnco1)C(c1ccccc1)c1ccccc1. Reaction SMILES: [Cl-:7].[c:8]1([CH:14]([C:15](=[O:16])[OH:17])[c:18]2[cH:19][cH:20][cH:21][cH:22][cH:23]2)[cH:9][cH:10][cH:11][cH:12][cH:13]1.[o:1]1[c:2]([NH2:6])[n:3][n:4][cH:5]1>>[o:1]1[c:2]([NH:6][C:15]([CH:14]([c:8]2[cH:9][cH:10][cH:11][cH:12][cH:13]2)[c:18]2[cH:19][cH:20][cH:21][cH:22][cH:23]2)=[O:16])[n:3][n:4][cH:5]1. Reactants: C(CCCC)N1C=2N(C(C=3NC=NC13)=O)C(=NN2)CCC=2OC(=NN2)C2=CC=CC=C2 (9-pentyl-3-[2-(5-phenyl-1,3,4-oxadiazol-2-yl)ethyl]-6,9-dihydro-5H-[1,2,4]triazolo[4,3-a]purin-5-one), BrN1C(CCC1=O)=O (N-bromosuccinimide). Solvent: C1CCOC1 (THF). Run at temperature 70 celsius, time 1 hour. The product is BrC1=NC=2N(C=3N(C(C2N1)=O)C(=NN3)CCC=3OC(=NN3)C3=CC=CC=C3)CCCCC (7-bromo-9-pentyl-3-[2-(5-phenyl-1,3,4-oxadiazol-2-yl)ethyl]-6,9-dihydro-5H-[1,2,4]triazolo[4,3-a]purin-5-one). RXN SMILES: [CH2:1]([N:6]1[C:14]2[N:13]=[CH:12][NH:11][C:10]=2[C:9](=[O:15])[N:8]2[C:16]([CH2:19][CH2:20][C:21]3[O:22][C:23]([C:26]4[CH:31]=[CH:30][CH:29]=[CH:28][CH:27]=4)=[N:24][N:25]=3)=[N:17][N:18]=[C:7]12)[CH2:2][CH2:3][CH2:4][CH3:5].[Br:32]N1C(=O)CCC1=O>C1COCC1>[Br:32][C:12]1[NH:11][C:10]2[C:9](=[O:15])[N:8]3[C:16]([CH2:19][CH2:20][C:21]4[O:22][C:23]([C:26]5[CH:31]=[CH:30][CH:29]=[CH:28][CH:27]=5)=[N:24][N:25]=4)=[N:17][N:18]=[C:7]3[N:6]([CH2:1][CH2:2][CH2:3][CH2:4][CH3:5])[C:14]=2[N:13]=1. Reported procedure: The mixture of 9-pentyl-3-[2-(5-phenyl-1,3,4-oxadiazol-2-yl)ethyl]-6,9-dihydro-5H-[1,2,4]triazolo[4,3-a]purin-5-one (53 mg, 0.13 mmol) and N-bromosuccinimide (34 mg, 0.19 mmol) in THF (20 mL) was stirred at 70° C. for 1 hour. The reaction mixture was concentrated and the residue was purified by preparative LCMS to give the desired product. LCMS calculated for C21H22BrN8O2 (M+H): 497.1. found: 497.1. Reactants: [Si](C1=CC=CC=C1)(C1=CC=CC=C1)(C(C)(C)C)OCC=1C(=C(C2=C(C(=NO2)C(=O)OCC)C1)F)N1C[C@H](O[C@H](C1)C)C (Ethyl 5-((tert-butyldiphenylsilyloxy)methyl)-6-((2R,6S)-2,6-dimethylmorpholino)-7-fluorobenzo[d]isoxazole-3-carboxylate), [Si](C1=CC=CC=C1)(C1=CC=CC=C1)(C(C)(C)C)OCC=1C(=C(C2=C(C(=NO2)C(=O)OCC)C1)F)N1C[C@H](O[C@H](C1)C)C (Ethyl 5-((tert-butyldiphenylsilyloxy)methyl)-6-((2R,6S)-2,6-dimethylmorpholino)-7-fluorobenzo[d]isoxazole-3-carboxylate), CN1N=C(C=C1)CN ((1-methyl-1H-pyrazol-3-yl)methanamine). Yields the product C[C@H]1O[C@H](CN(C1)C1=C(C2=C(C(=NO2)C(=O)NCC2=NN(C=C2)C)C=C1CO)F)C (6-((2R,6S)-2,6-dimethylmorpholino)-7-fluoro-5-(hydroxymethyl)-N-((1-methyl-1H-pyrazol-3-yl)methyl)benzo[d]isoxazole-3-carboxamide). RXN SMILES: [Si]([O:18][CH2:19][C:20]1[C:21]([N:35]2[CH2:40][C@H:39]([CH3:41])[O:38][C@H:37]([CH3:42])[CH2:36]2)=[C:22]([F:34])[C:23]2[O:27][N:26]=[C:25]([C:28]([O:30]CC)=O)[C:24]=2[CH:33]=1)(C(C)(C)C)(C1C=CC=CC=1)C1C=CC=CC=1.[CH3:43][N:44]1[CH:48]=[CH:47][C:46]([CH2:49][NH2:50])=[N:45]1>>[CH3:42][C@@H:37]1[CH2:36][N:35]([C:21]2[C:20]([CH2:19][OH:18])=[CH:33][C:24]3[C:25]([C:28]([NH:50][CH2:49][C:46]4[CH:47]=[CH:48][N:44]([CH3:43])[N:45]=4)=[O:30])=[N:26][O:27][C:23]=3[C:22]=2[F:34])[CH2:40][C@H:39]([CH3:41])[O:38]1. Procedure details: Starting materials: ethyl 5-((tert-butyldiphenylsilyloxy)methyl)-6-((2R,6S)-2,6-dimethylmorpholino)-7-fluorobenzo[d]isoxazole-3-carboxylate (Intermediate 204) and (1-methyl-1H-pyrazol-3-yl)methanamine Starting materials: C1OC=2C=C(C=CC2OC1)NC1=NC(=NC=C1F)NC1=CC(=CC=C1)O (N4-(3,4-ethylenedioxyphenyl)-5-fluoro-N2-(3-hydroxyphenyl)-2,4-pyrimidinediamine), ClC1=NC=C(C(=N1)NC1=CC(=CC=C1)CO)F (2-chloro-5-fluoro-N4-[3-(hydroxymethyl)phenyl]-4-pyrimidineamine), C1OC=2C=C(N)C=CC2OC1 (3,4-ethylenedioxyaniline). Yields the product C1OC=2C=C(C=CC2OC1)NC1=NC=C(C(=N1)NC1=CC(=CC=C1)CO)F (N2-(3,4-ethylenedioxyphenyl)-5-fluoro-N4-[3-(hydroxymethyl)phenyl]-2,4-pyrimidinediamine). Reaction SMILES: [CH2:1]1[CH2:10][O:9][C:8]2[CH:7]=[CH:6][C:5]([NH:11]C3C(F)=CN=C(NC4C=CC=C(O)C=4)N=3)=[CH:4][C:3]=2[O:2]1.Cl[C:28]1[N:33]=[C:32]([NH:34][C:35]2[CH:40]=[CH:39][CH:38]=[C:37]([CH2:41][OH:42])[CH:36]=2)[C:31]([F:43])=[CH:30][N:29]=1.C1COC2C=CC(N)=CC=2O1>>[CH2:1]1[CH2:10][O:9][C:8]2[CH:7]=[CH:6][C:5]([NH:11][C:28]3[N:33]=[C:32]([NH:34][C:35]4[CH:40]=[CH:39][CH:38]=[C:37]([CH2:41][OH:42])[CH:36]=4)[C:31]([F:43])=[CH:30][N:29]=3)=[CH:4][C:3]=2[O:2]1. Procedure: In a manner similar to the preparation of N4-(3,4-ethylenedioxyphenyl)-5-fluoro-N2-(3-hydroxyphenyl)-2,4-pyrimidinediamine, 2-chloro-5-fluoro-N4-[3-(hydroxymethyl)phenyl]-4-pyrimidineamine and 3,4-ethylenedioxyaniline were reacted to yield N2-(3,4-ethylenedioxyphenyl)-5-fluoro-N4-[3-(hydroxymethyl)phenyl]-2,4-pyrimidinediamine. 1H NMR (CDCl3): δ 7.92 (d, 1H, J=3.0 Hz), 7.78 (bs, 1H), 7.41–7.31 (m, 3H), 7.12 (d, 1H, J=7.2 Hz), 6.94 (bs, 1H), 6.81–6.75 (m, 3H), 4.68 (s, 2H), 4.25 (s, 4H); 19F NMR ...